This data is from the Open Reaction Database (ORD), a public repository of structured organic reaction records. The task is: describe an organic reaction: reactants, conditions, products, and yield Reactants: O=C([O-])[O-], [Cs+], [Cs+], CI, O=[N+]([O-])c1ccc(NCC(F)(F)F)nc1, CN(C)C=O. Yields the product CN(CC(F)(F)F)c1ccc([N+](=O)[O-])cn1. RXN SMILES: [C:16](=[O:17])([O-:18])[O-:19].[Cs+:20].[Cs+:21].[I:22][CH3:23].[N+:1](=[O:2])([O-:3])[c:4]1[cH:5][cH:6][c:7]([NH:10][CH2:11][C:12]([F:13])([F:14])[F:15])[n:8][cH:9]1.[O:24]=[CH:25][N:26]([CH3:27])[CH3:28]>>[N+:1](=[O:2])([O-:3])[c:4]1[cH:5][cH:6][c:7]([N:10]([CH2:11][C:12]([F:13])([F:14])[F:15])[CH3:16])[n:8][cH:9]1.